Dataset: the Open Reaction Database (ORD), a public repository of structured organic reaction records. Task: describe an organic reaction: reactants, conditions, products, and yield The reactants are COC([C@@H](NC([C@@H](NC([C@@H](NC(=O)OC(C)(C)C)CC1=CC=CC=C1)=O)CC1=CC=CC=C1)=O)CC1=CNC=N1)=O (N-tert-butoxycarbonyl-L-phenylalanyl-L-phenylalanyl-L-histidine methyl ester), O1CCOCC1.Cl (Hydrogenchloride dioxane). Reaction conditions: time 2 hour. The product is Cl.Cl.COC([C@@H](NC([C@@H](NC([C@@H](N)CC1=CC=CC=C1)=O)CC1=CC=CC=C1)=O)CC1=CNC=N1)=O (phenylalanyl-L phenylalanyl-L-histidine methyl ester dihydrochloride). Reaction SMILES: [CH3:1][O:2][C:3](=[O:41])[C@H:4]([CH2:35][C:36]1[N:40]=[CH:39][NH:38][CH:37]=1)[NH:5][C:6](=[O:34])[C@H:7]([CH2:27][C:28]1[CH:33]=[CH:32][CH:31]=[CH:30][CH:29]=1)[NH:8][C:9](=[O:26])[C@H:10]([CH2:19][C:20]1[CH:25]=[CH:24][CH:23]=[CH:22][CH:21]=1)[NH:11]C(OC(C)(C)C)=O.O1CCOCC1.[ClH:48]>>[ClH:48].[ClH:48].[CH3:1][O:2][C:3](=[O:41])[C@H:4]([CH2:35][C:36]1[N:40]=[CH:39][NH:38][CH:37]=1)[NH:5][C:6](=[O:34])[C@H:7]([CH2:27][C:28]1[CH:33]=[CH:32][CH:31]=[CH:30][CH:29]=1)[NH:8][C:9](=[O:26])[C@H:10]([CH2:19][C:20]1[CH:25]=[CH:24][CH:23]=[CH:22][CH:21]=1)[NH2:11] |f:1.2,3.4.5|. Procedure: 10% Hydrogenchloride dioxane solution (30 ml) is added to N-tert-butoxycarbonyl-L-phenylalanyl-L-phenylalanyl-L-histidine methyl ester (2.25 g) and the mixture is stirred at room temperature for two hours. The reaction mixture is concentrated under reduced pressure to remove solvent and ether is added to the residue to give L phenylalanyl-L phenylalanyl-L-histidine methyl ester dihydrochloride (2.15 g) as white powder. The product (2.15 g) thus obtained is dissolved in dimethylformamide (15 ml),... The reactants are CCOCC (ether), C(C)C1=C(C=CC=C1)O (2-ethylphenol), [N+](=O)(O)[O-] (nitric acid). The solvent is O (water). Run at time 4 hour. Yields the product C(C)C1=CC=CC(=C1O)[N+](=O)[O-] (6-ethyl-2-nitrophenol). As a reaction SMILES: CCOCC.[CH2:6]([C:8]1[CH:13]=[CH:12][CH:11]=[CH:10][C:9]=1[OH:14])[CH3:7].[N+:15]([O-])([OH:17])=[O:16]>O>[CH2:6]([C:8]1[C:9]([OH:14])=[C:10]([N+:15]([O-:17])=[O:16])[CH:11]=[CH:12][CH:13]=1)[CH3:7]. Reported procedure: To a stirred mixture of 130 ml of ether, 130 ml of water and 10.0 g of 2-ethylphenol was added dropwise 6.7 ml of 61% nitric acid, and the reaction was continued with stirring at room temperature for 4 hours. The reaction mixture was extracted with 300 ml of ethyl acetate and washed with a brine, and then dried with anhydrous sodium sulfate. The drying agent was filtered off and the solvent was distilled away under reduced pressure. The residue was purified by subjecting to silica-gel column-chr... Starting materials: C(C(C)(C)C)(=O)SC\C(\C(=O)O)=C\C1=CC=CC=C1 ((E)-2-pivaloylthiomethyl-3-phenylpropenoic acid), NCCC(=O)OC (methyl β-alaninate). Product: O=C(/C(=C\C1=CC=CC=C1)/CSC(C(C)(C)C)=O)NCCC(=O)OC (methyl N-(E)-[1-oxo-2-(pivaloylthiomethyl)-3-phenylpropenyl]-βalaninate). As a reaction SMILES: [C:1]([S:7][CH2:8]/[C:9](=[CH:13]/[C:14]1[CH:19]=[CH:18][CH:17]=[CH:16][CH:15]=1)/[C:10]([OH:12])=O)(=[O:6])[C:2]([CH3:5])([CH3:4])[CH3:3].[NH2:20][CH2:21][CH2:22][C:23]([O:25][CH3:26])=[O:24]>>[O:12]=[C:10]([NH:20][CH2:21][CH2:22][C:23]([O:25][CH3:26])=[O:24])/[C:9](/[CH2:8][S:7][C:1](=[O:6])[C:2]([CH3:3])([CH3:4])[CH3:5])=[CH:13]\[C:14]1[CH:19]=[CH:18][CH:17]=[CH:16][CH:15]=1. Procedure: The (E)-2-pivaloylthiomethyl-3-phenylpropenoic acid described in Example 8 (step B) is coupled with methyl β-alaninate according to the experimental procedure described in Example 1 (step D). Starting materials: [Br-], CS(C)=O, C[P+](c1ccccc1)(c1ccccc1)c1ccccc1, COc1ccccc1C=O, [H-], [Na+], O. Product: C=Cc1ccccc1OC. As a reaction SMILES: [Br-:18].[CH3:14][S:15]([CH3:16])=[O:17].[CH3:19][P+:20]([c:21]1[cH:22][cH:23][cH:24][cH:25][cH:26]1)([c:27]1[cH:28][cH:29][cH:30][cH:31][cH:32]1)[c:33]1[cH:34][cH:35][cH:36][cH:37][cH:38]1.[CH3:3][O:4][c:5]1[c:6]([CH:7]=[O:8])[cH:9][cH:10][cH:11][cH:12]1.[H-:1].[Na+:2].[OH2:13]>>[CH3:3][O:4][c:5]1[c:6]([CH:7]=[CH2:14])[cH:9][cH:10][cH:11][cH:12]1. Starting materials: [Al+3], ClCCl, CCOC(C)=O, [Cl-], [Cl-], [Cl-], O=C(Cl)Oc1ccccc1, Oc1ccc(Cl)c2ccccc12, Cl, O. The product is O=C(Oc1ccccc1)c1cc(Cl)c2ccccc2c1O. As a reaction SMILES: [Al+3:14].[CH2:35]([Cl:36])[Cl:37].[CH3:28][CH2:29][O:30][C:31](=[O:32])[CH3:33].[Cl-:13].[Cl-:15].[Cl-:16].[Cl:17][C:18](=[O:19])[O:20][c:21]1[cH:22][cH:23][cH:24][cH:25][cH:26]1.[Cl:1][c:2]1[cH:3][cH:4][c:5]([OH:12])[c:6]2[cH:7][cH:8][cH:9][cH:10][c:11]12.[ClH:27].[OH2:34]>>[Cl:1][c:2]1[cH:3][c:4]([C:18](=[O:19])[O:20][c:21]2[cH:22][cH:23][cH:24][cH:25][cH:26]2)[c:5]([OH:12])[c:6]2[cH:7][cH:8][cH:9][cH:10][c:11]12.